Task: describe an organic reaction: reactants, conditions, products, and yield. Dataset: the Open Reaction Database (ORD), a public repository of structured organic reaction records Starting materials: CC(=O)O (HOAc), C(C)(=O)O[BH-](OC(C)=O)OC(C)=O.[Na+] (sodium triacetoxyborohydride), C(C)(=O)O[BH-](OC(C)=O)OC(C)=O.[Na+] (sodium triacetoxyborohydride), C(=O)C1CCN(CC1)C(=O)OC(C)(C)C (1,1-dimethylethyl 4-formyl-1-piperidinecarboxylate), N1CCCCC1 (piperidine), CC(=O)O (HOAc). The solvent is ClCCCl (1,2-dichloroethane). Yields the product N1(CCCCC1)CC1CCN(CC1)C(=O)OC(C)(C)C (1,1-dimethylethyl 4-(1-piperidinylmethyl)-1-piperidinecarboxylate). Isolated yield 92.7%. RXN SMILES: [CH:1]([CH:3]1[CH2:8][CH2:7][N:6]([C:9]([O:11][C:12]([CH3:15])([CH3:14])[CH3:13])=[O:10])[CH2:5][CH2:4]1)=O.CC(O)=O.[NH:20]1[CH2:25][CH2:24][CH2:23][CH2:22][CH2:21]1.C(O[BH-](OC(=O)C)OC(=O)C)(=O)C.[Na+]>ClCCCl>[N:20]1([CH2:1][CH:3]2[CH2:8][CH2:7][N:6]([C:9]([O:11][C:12]([CH3:15])([CH3:14])[CH3:13])=[O:10])[CH2:5][CH2:4]2)[CH2:25][CH2:24][CH2:23][CH2:22][CH2:21]1 |f:3.4|. Reported procedure: To 1,1-dimethylethyl 4-formyl-1-piperidinecarboxylate (1.02 g, 4.78 mmol) in 1,2-dichloroethane (50 mL) was added sequentially, HOAc (6.00 mL, 1M in DCM, 6.00 mmol), piperidine (1.0 mL, 10.1 mmol) and sodium triacetoxyborohydride (1.60 g, 7.55 mmol). The reaction was stirred at rt for 2 hours at which time HOAc (1.00 mL, 1M in DCM, 1.00 mmol) and sodium triacetoxyborohydride was added. When complete by TLC the reaction was quenched with saturated NaHCO3 (150 mL) and extracted with DCM. The combi... Reactants: CNCCOC, COc1ccc(-c2ccccc2)c2sc(NC(=O)c3ccc(CN4CCCC4)cc3)nc12, COc1ccc(C2COCCOC2)c2sc(NC(=O)c3ccc(CCl)cc3)nc12. Yields the product COCCN(C)Cc1ccc(C(=O)Nc2nc3c(OC)ccc(C4COCCOC4)c3s2)cc1. Reaction SMILES: [CH3:30][O:31][CH2:32][CH2:33][NH:34][CH3:35].[CH3:36][O:37][c:38]1[c:39]2[n:40][c:41]([NH:42][C:43](=[O:44])[c:45]3[cH:46][cH:47][c:48]([CH2:49][N:50]4[CH2:51][CH2:52][CH2:53][CH2:54]4)[cH:55][cH:56]3)[s:57][c:58]2[c:59](-[c:60]2[cH:61][cH:62][cH:63][cH:64][cH:65]2)[cH:66][cH:67]1.[Cl:1][CH2:2][c:3]1[cH:4][cH:5][c:6]([C:7](=[O:8])[NH:9][c:10]2[s:11][c:12]3[c:13]([n:14]2)[c:15]([O:26][CH3:27])[cH:16][cH:17][c:18]3[CH:19]2[CH2:20][O:21][CH2:22][CH2:23][O:24][CH2:25]2)[cH:28][cH:29]1>>[CH2:2]([c:3]1[cH:4][cH:5][c:6]([C:7](=[O:8])[NH:9][c:10]2[s:11][c:12]3[c:13]([n:14]2)[c:15]([O:26][CH3:27])[cH:16][cH:17][c:18]3[CH:19]2[CH2:20][O:21][CH2:22][CH2:23][O:24][CH2:25]2)[cH:28][cH:29]1)[N:34]([CH2:33][CH2:32][O:31][CH3:30])[CH3:35]. Reactants: CO, CN(C)C(=O)CCCc1ccc(NC(=O)C(F)(F)F)cc1, [Na+], [OH-]. Product: CN(C)C(=O)CCCc1ccc(N)cc1. RXN SMILES: [CH3:24][OH:25].[F:3][C:4]([F:5])([F:6])[C:22]([NH:7][c:8]1[cH:9][cH:10][c:11]([CH2:14][CH2:15][CH2:16][C:17](=[O:18])[N:19]([CH3:20])[CH3:21])[cH:12][cH:13]1)=[O:23].[Na+:2].[OH-:1]>>[NH2:7][c:8]1[cH:9][cH:10][c:11]([CH2:14][CH2:15][CH2:16][C:17](=[O:18])[N:19]([CH3:20])[CH3:21])[cH:12][cH:13]1. The reactants are NC[C@@H]1[C@H]2C[C@H]2CN1C(=O)C=1N=C(SC1C1=CC(=CC=C1)Cl)C (((1S,2S,5R)-2-Aminomethyl-3-aza-bicyclo[3.1.0]hex-3-yl)-[5-(3-chloro-phenyl)-2-methyl-thiazol-4-yl]-methanone), CN1N=C(C=C1C(=O)O)C (2,5-Dimethyl-2H-pyrazole-3-carboxylic acid). Yields the product ClC=1C=C(C=CC1)C1=C(N=C(S1)C)C(=O)N1[C@@H]([C@H]2C[C@H]2C1)CNC(=O)C=1N(N=C(C1)C)C (2,5-Dimethyl-2H-pyrazole-3-carboxylic Acid{(1S,2S,5R)-3-[5-(3-chloro-phenyl)-2-methyl-thiazole-4-carbonyl]-3-aza-bicyclo[3.1.0]hex-2-ylmethyl}-amide). Reaction SMILES: [NH2:1][CH2:2][C@H:3]1[N:8]([C:9]([C:11]2[N:12]=[C:13]([CH3:23])[S:14][C:15]=2[C:16]2[CH:21]=[CH:20][CH:19]=[C:18]([Cl:22])[CH:17]=2)=[O:10])[CH2:7][C@H:6]2[C@@H:4]1[CH2:5]2.[CH3:24][N:25]1[C:29]([C:30](O)=[O:31])=[CH:28][C:27]([CH3:33])=[N:26]1>>[Cl:22][C:18]1[CH:17]=[C:16]([C:15]2[S:14][C:13]([CH3:23])=[N:12][C:11]=2[C:9]([N:8]2[CH2:7][C@H:6]3[C@H:4]([CH2:5]3)[C@H:3]2[CH2:2][NH:1][C:30]([C:29]2[N:25]([CH3:24])[N:26]=[C:27]([CH3:33])[CH:28]=2)=[O:31])=[O:10])[CH:21]=[CH:20][CH:19]=1. Procedure: prepared by reaction of ((1S,2S,5R)-2-Aminomethyl-3-aza-bicyclo[3.1.0]hex-3-yl)-[5-(3-chloro-phenyl)-2-methyl-thiazol-4-yl]-methanone with 2,5-Dimethyl-2H-pyrazole-3-carboxylic acid. LC-MS (basic): tR=0.85 min; [M+H]+=470.3. Conditions: temperature 60 celsius, time 4 hour. Yield: 3.2%. The product is ClC1=CC=C(S1)COC1=CC(N(C=C1)C=1C=CC=2N(C1)C(=C(N2)C2CC2)C)=O (4-((5-Chloro-2-thienyl)methoxy)-1-(2-cyclopropyl-3-methylimidazo[1,2-a]pyridin-6-yl)pyridin-2(1H)-one). Solvent: C1CCOC1 (THF). As a reaction SMILES: [CH:1]1([C:4]2[N:5]=[C:6]3[CH:11]=[CH:10][C:9]([N:12]4[CH:17]=[CH:16][C:15]([OH:18])=[CH:14][C:13]4=[O:19])=[CH:8][N:7]3[C:20]=2[CH3:21])[CH2:3][CH2:2]1.[Cl:22][C:23]1[S:27][C:26]([CH2:28]O)=[CH:25][CH:24]=1.C(P(CCCC)CCCC)CCC.N(C(N1CCCCC1)=O)=NC(N1CCCCC1)=O>C1COCC1>[Cl:22][C:23]1[S:27][C:26]([CH2:28][O:18][C:15]2[CH:16]=[CH:17][N:12]([C:9]3[CH:10]=[CH:11][C:6]4[N:7]([C:20]([CH3:21])=[C:4]([CH:1]5[CH2:3][CH2:2]5)[N:5]=4)[CH:8]=3)[C:13](=[O:19])[CH:14]=2)=[CH:25][CH:24]=1. Procedure: To a solution of 1-(2-cyclopropyl-3-methylimidazo[1,2-a]pyridin-6-yl)-4-hydroxypyridin-2(1H)-one (150 mg), (5-chloro-2-thienyl)methanol (158 mg) and tributylphosphine (322 mg) in THF (15 ml) was added 1,1′-(azodicarbonyl)dipiperidine (401 mg). The mixture was stirred under sonication at 60° C. for 4 h. The reaction mixture was then cooled to room temperature, and concentrated in vacuo. The residue was diluted with DCM, washed with water and brine, dried over Na2SO4 and concentrated in vacuo. The... Reactants: C1(CC1)C=1N=C2N(C=C(C=C2)N2C(C=C(C=C2)O)=O)C1C (1-(2-cyclopropyl-3-methylimidazo[1,2-a]pyridin-6-yl)-4-hydroxypyridin-2(1H)-one), ClC1=CC=C(S1)CO ((5-chloro-2-thienyl)methanol), C(CCC)P(CCCC)CCCC (tributylphosphine), N(=NC(=O)N1CCCCC1)C(=O)N1CCCCC1 (1,1′-(azodicarbonyl)dipiperidine). As a reaction SMILES: [Br:22][c:23]1[cH:24][cH:25][c:26]([C:29]([CH3:30])([CH3:31])[OH:32])[n:27][cH:28]1.[C:16](=[O:17])([O-:18])[O-:19].[CH3:33][c:34]1[cH:35][cH:36][cH:37][cH:38][cH:39]1.[CH:1]([CH3:2])([CH3:3])[O:4][C:5](=[O:6])[c:7]1[n:8][cH:9][cH:10][c:11]([B:13]([OH:14])[OH:15])[cH:12]1.[K+:20].[K+:21]>>[CH:1]([CH3:2])([CH3:3])[O:4][C:5](=[O:6])[c:7]1[n:8][cH:9][cH:10][c:11](-[c:23]2[cH:24][cH:25][c:26]([C:29]([CH3:30])([CH3:31])[OH:32])[n:27][cH:28]2)[cH:12]1. Starting materials: CC(C)(O)c1ccc(Br)cn1, O=C([O-])[O-], Cc1ccccc1, CC(C)OC(=O)c1cc(B(O)O)ccn1, [K+], [K+]. The product is CC(C)OC(=O)c1cc(-c2ccc(C(C)(C)O)nc2)ccn1.